Dataset: the Open Reaction Database (ORD), a public repository of structured organic reaction records. Task: describe an organic reaction: reactants, conditions, products, and yield Starting materials: BrC1=CC=2C(C3=[N+](C=CC(=C3OC2C=C1)[N+](=O)[O-])[O-])=O (8-bromo-4-nitro-10-oxo-10H-chromeno[3,2-b]pyridine 1-oxide), P(=O)(Cl)(Cl)Cl (phosphorus oxychloride). Run in CN(C)C=O (DMF), CN(C)C=O (DMF), C1(=CC=CC=C1)C (toluene). Run at temperature 0 celsius, time 0.5 hour. The product is BrC1=CC=2C(C3=NC(=CC(=C3OC2C=C1)[N+](=O)[O-])Cl)=O (8-bromo-2-chloro-4-nitro-10H-chromeno[3,2-b]pyridin-10-one). Reaction SMILES: [Br:1][C:2]1[CH:15]=[CH:14][C:13]2[O:12][C:11]3[C:6](=[N+:7]([O-])[CH:8]=[CH:9][C:10]=3[N+:16]([O-:18])=[O:17])[C:5](=[O:20])[C:4]=2[CH:3]=1.P(Cl)(Cl)([Cl:23])=O>CN(C=O)C.C1(C)C=CC=CC=1>[Br:1][C:2]1[CH:15]=[CH:14][C:13]2[O:12][C:11]3[C:6](=[N:7][C:8]([Cl:23])=[CH:9][C:10]=3[N+:16]([O-:18])=[O:17])[C:5](=[O:20])[C:4]=2[CH:3]=1. Reported procedure: A suspension of 8-bromo-4-nitro-10-oxo-10H-chromeno[3,2-b]pyridine 1-oxide (90 mg, 0.267 mmol) in 1 mL of dry DMF was added dropwise to a solution of phosphorus oxychloride (44.0 μL, 0.481 mmol) in 0.2 mL of DMF and 0.5 mL of toluene at 0° C. After stirring at 0° C. for 0.5 h, the reaction was quenched with saturated NaHCO3 and extracted with ethyl acetate (5×5 mL). The combined organics were dried over sodium sulfate, filtered and evaporated to dryness. Purification of the crude residue by colu... Starting materials: O (water), ClC1=NC(=CC(=N1)Cl)Cl (2,4,6-trichloropyrimidine), C([O-])([O-])=O.[K+].[K+] (potassium carbonate), N1(CCNCC1)CC1=CC=C(C=C1)CNC(C)=O (N-(4-((piperazin-1-yl)methyl)phenylmethyl)acetamide). Solvent: C(C)#N (acetonitrile), C(C)#N (acetonitrile). Conditions: time 30 minute. Product: ClC1=NC(=NC(=C1)Cl)N1CCN(CC1)CC1=CC=C(C=C1)CNC(C)=O (N-(4-((4-(4,6-Dichloropyrimidin-2-yl)piperazin-1-yl)methyl)phenylmethyl)acetamide). Isolated yield 100.4%. RXN SMILES: Cl[C:2]1[N:7]=[C:6]([Cl:8])[CH:5]=[C:4]([Cl:9])[N:3]=1.C(=O)([O-])[O-].[K+].[K+].[N:16]1([CH2:22][C:23]2[CH:28]=[CH:27][C:26]([CH2:29][NH:30][C:31](=[O:33])[CH3:32])=[CH:25][CH:24]=2)[CH2:21][CH2:20][NH:19][CH2:18][CH2:17]1.O>C(#N)C>[Cl:9][C:4]1[CH:5]=[C:6]([Cl:8])[N:7]=[C:2]([N:19]2[CH2:18][CH2:17][N:16]([CH2:22][C:23]3[CH:24]=[CH:25][C:26]([CH2:29][NH:30][C:31](=[O:33])[CH3:32])=[CH:27][CH:28]=3)[CH2:21][CH2:20]2)[N:3]=1 |f:1.2.3|. Reported procedure: To a solution of 2,4,6-trichloropyrimidine (1.0 g) and potassium carbonate (0.84 g) in acetonitrile (20 ml) was added a solution of N-(4-((piperazin-1-yl)methyl)phenylmethyl)acetamide (1.0 g) obtained in Example 78(2) in acetonitrile (20 ml) under ice-cooling over 5 min. The mixture was stirred at the same temperature for 30 min. The reaction mixture was poured into water (100 ml) and extracted with ethyl acetate. The extract was washed with brine and dried over anhydrous sodium sulfate. The sol... The reactants are NC1=C2C(=NC=N1)N(N=C2C2=CC(=C(C=C2)NC(CCC2=CC=CC=C2)=O)OC)[C@@H]2CC[C@H](CC2)N2CCN(CC2)C (trans-N1-(4-{4-amino-1-[4-(4-methylpiperazino)cyclohexyl]-1H-pyrazolo[3,4-d]pyrimidin-3-yl}-2-methoxyphenyl)-3-phenylpropanamide), C(\C=C/C(=O)O)(=O)O (maleic acid). Solvent: C(C)(=O)OCC (ethyl acetate), C(C)(=O)OCC (ethyl acetate). Product: C(\C=C/C(=O)O)(=O)O.C(\C=C/C(=O)O)(=O)O.C(\C=C/C(=O)O)(=O)O.NC1=C2C(=NC=N1)N(N=C2C2=CC(=C(C=C2)NC(CCC2=CC=CC=C2)=O)OC)[C@@H]2CC[C@H](CC2)N2CCN(CC2)C (trans-N1-(4-{4-amino-1-[4-(4-methylpiperazino)cyclohexyl]-1H-pyrazolo[3,4-d]pyrimidin-3-yl}-2-methoxyphenyl)-3-phenylpropanamide tris-maleate). Reaction SMILES: [NH2:1][C:2]1[N:7]=[CH:6][N:5]=[C:4]2[N:8]([C@H:30]3[CH2:35][CH2:34][C@H:33]([N:36]4[CH2:41][CH2:40][N:39]([CH3:42])[CH2:38][CH2:37]4)[CH2:32][CH2:31]3)[N:9]=[C:10]([C:11]3[CH:16]=[CH:15][C:14]([NH:17][C:18](=[O:27])[CH2:19][CH2:20][C:21]4[CH:26]=[CH:25][CH:24]=[CH:23][CH:22]=4)=[C:13]([O:28][CH3:29])[CH:12]=3)[C:3]=12.[C:43]([OH:50])(=[O:49])/[CH:44]=[CH:45]\[C:46]([OH:48])=[O:47]>C(OCC)(=O)C>[C:43]([OH:50])(=[O:49])/[CH:44]=[CH:45]\[C:46]([OH:48])=[O:47].[C:43]([OH:50])(=[O:49])/[CH:44]=[CH:45]\[C:46]([OH:48])=[O:47].[C:43]([OH:50])(=[O:49])/[CH:44]=[CH:45]\[C:46]([OH:48])=[O:47].[NH2:1][C:2]1[N:7]=[CH:6][N:5]=[C:4]2[N:8]([C@H:30]3[CH2:31][CH2:32][C@H:33]([N:36]4[CH2:37][CH2:38][N:39]([CH3:42])[CH2:40][CH2:41]4)[CH2:34][CH2:35]3)[N:9]=[C:10]([C:11]3[CH:16]=[CH:15][C:14]([NH:17][C:18](=[O:27])[CH2:19][CH2:20][C:21]4[CH:22]=[CH:23][CH:24]=[CH:25][CH:26]=4)=[C:13]([O:28][CH3:29])[CH:12]=3)[C:3]=12 |f:3.4.5.6|. Reported procedure: A solution of trans-3-iodo-1-[4-(4-methylpiperazino)cyclohexyl]-1H-pyrazolo[3,4-d]pyrimidin-4-amine (0.268 g, 0.607 mmol) in ethylene glycol dimethyl ether (20 mL) was treated with 3-methoxy-4-[(3-phenylpropanoyl)amino]phenylboronic acid (0.200 g, 0.669 mmol), tetrakis(triphenylphosphine)palladium (0.042 g, 0.036 mmol), and a solution of sodium carbonate (0.154, 1.46 mmol) in water (10 mL). The reaction mixture was stirred for 9 h at 85° C. under a nitrogen atmosphere. Tetrakis(triphenylphosphin... Reactants: C(C)(=O)O (acetic acid), [Co] (cobalt), CCCC (butane). Run in C(C)O (ethanol). The product is [Co] (cobalt), C(CC)(=O)O (propionic acid), C(CCC)(=O)O (butyric acid), C1(CCCO1)=O (butyrolactone). RXN SMILES: [C:1]([OH:4])(=[O:3])[CH3:2].[Co:5].[CH3:6][CH2:7]CC>C(O)C>[Co:5].[C:1]([OH:4])(=[O:3])[CH2:2][CH3:6].[C:1]([OH:4])(=[O:3])[CH2:2][CH2:6][CH3:7].[C:1]1(=[O:4])[O:3][CH2:7][CH2:6][CH2:2]1. Procedure: For recovery of acetic acid from such ethanol promoted cobalt catalyzed oxidation of liquid butane said patent discloses charging the liquid oxidation effluent to a light ends removal column where dissolved unreacted butane and oxygenated compounds boiling lower than acetic acid are distilled off and recycled to the oxidation. The bottoms from the column are charged to a second column for the purpose of removing metal catalyst where 60% of the charged is distilled off to leave a solution of coba... Reactants: ClCC(=O)OCC (ClCH2COOEt), C(C)(C)(C)OC(=O)N1CCN(CC1)C=1NC(C=2NC=NC2N1)=O (4-(6-oxo-6,7-dihydro-1H-purin-2-yl)-piperazine-1-carboxylic acid tert-butyl ester), C(C)(C)(C)OC(=O)N1CCN(CC1)C=1NC(C=2NC=NC2N1)=O (4-(6-oxo-6,7-dihydro-1H-purin-2-yl)-piperazine-1-carboxylic acid tert-butyl ester), C([O-])([O-])=O.[K+].[K+] (potassium carbonate). Solvent: CN(C=O)C (dimethylforamide). Conditions: time 2 hour. Yields the product C(C)(C)(C)OC(=O)N1CCN(CC1)C=1NC(C=2N(C=NC2N1)CC(=O)OCC)=O (4-(7-ethoxycarbonylmethyl-6-oxo-6,7-dihydro-1H-purin-2-yl)-piperazine-1-carboxylic acid tert-butyl ester). Reaction SMILES: [C:1]([O:5][C:6]([N:8]1[CH2:13][CH2:12][N:11]([C:14]2[NH:15][C:16](=[O:23])[C:17]3[NH:18][CH:19]=[N:20][C:21]=3[N:22]=2)[CH2:10][CH2:9]1)=[O:7])([CH3:4])([CH3:3])[CH3:2].C(=O)([O-])[O-].[K+].[K+].Cl[CH2:31][C:32]([O:34][CH2:35][CH3:36])=[O:33]>CN(C)C=O>[C:1]([O:5][C:6]([N:8]1[CH2:9][CH2:10][N:11]([C:14]2[NH:15][C:16](=[O:23])[C:17]3[N:18]([CH2:31][C:32]([O:34][CH2:35][CH3:36])=[O:33])[CH:19]=[N:20][C:21]=3[N:22]=2)[CH2:12][CH2:13]1)=[O:7])([CH3:4])([CH3:2])[CH3:3] |f:1.2.3|. Reported procedure: A mixture of 4-(6-oxo-6,7-dihydro-1H-purin-2-yl)-piperazine-1-carboxylic acid tert-butyl ester, 3 (1 g), potassium carbonate and dimethylforamide was stirred at room temperature for 2 h, then the solution of ClCH2COOEt (0.38 g/5 mL dimethylforamide) was added drop-wise into the reaction mixture, After stirring for 15 h, the solution was then partitioned between ethyl acetate and water. The ethyl acetate solution was washed with water, then it was dried over sodium sulfate and filtered, evaporate...